Dataset: the Open Reaction Database (ORD), a public repository of structured organic reaction records. Task: describe an organic reaction: reactants, conditions, products, and yield Reactants: C(C)(C)(C)OC(=O)CN[C@@H]1CNC[C@H]1OC ((+)-trans-3-(N-t-butoxycarbonylmethylamino)-4-methoxypyrrolidine), C(C)OC(=O)C1=CN(C2=NC(=CC=C2C1=O)Cl)C=1SC=CN1 (7-chloro-1,4-dihydro-4-oxo-1-(2-thiazolyl)-1,8-naphthyridine-3-carboxylic acid ethyl ester), ( 4 ). Yields the product C(C)OC(=O)C1=CN(C2=NC(=CC=C2C1=O)N1C[C@H]([C@@H](C1)OC)NCC(=O)OC(C)(C)C)C=1SC=CN1 ((-)-7-[trans-3-(N-t-butoxycarbonylmethylamino)-4-methoxy-1-pyrrolidinyl]-1,4-dihydro-4-oxo-1-(2-thiazolyl)-1,8-naphthyridine-3-carboxylic acid ethyl ester), ( 1 ). RXN SMILES: [CH2:1]([O:3][C:4]([C:6]1[C:15](=[O:16])[C:14]2[C:9](=[N:10][C:11](Cl)=[CH:12][CH:13]=2)[N:8]([C:18]2[S:19][CH:20]=[CH:21][N:22]=2)[CH:7]=1)=[O:5])[CH3:2].[C:23]([O:27][C:28]([CH2:30][NH:31][C@H:32]1[C@H:36]([O:37][CH3:38])[CH2:35][NH:34][CH2:33]1)=[O:29])([CH3:26])([CH3:25])[CH3:24]>>[CH2:1]([O:3][C:4]([C:6]1[C:15](=[O:16])[C:14]2[C:9](=[N:10][C:11]([N:34]3[CH2:35][C@@H:36]([O:37][CH3:38])[C@H:32]([NH:31][CH2:30][C:28]([O:27][C:23]([CH3:26])([CH3:25])[CH3:24])=[O:29])[CH2:33]3)=[CH:12][CH:13]=2)[N:8]([C:18]2[S:19][CH:20]=[CH:21][N:22]=2)[CH:7]=1)=[O:5])[CH3:2]. Reported procedure: With use of 7-chloro-1,4-dihydro-4-oxo-1-(2-thiazolyl)-1,8-naphthyridine-3-carboxylic acid ethyl ester obtained in Example A-1 (4) and (+)-trans-3-(N-t-butoxycarbonylmethylamino)-4-methoxypyrrolidine obtained in Example B-2, there was produced (-)-7-[trans-3-(N-t-butoxycarbonylmethylamino)-4-methoxy-1-pyrrolidinyl]-1,4-dihydro-4-oxo-1-(2-thiazolyl)-1,8-naphthyridine-3-carboxylic acid ethyl ester (amorphous) in the same manner as in Example C-1 (1). Starting materials: Cl (hydrochloride), C(Cl)(Cl)Cl (chloroform), Cl (hydrochloric acid), CN(CCCOC1=CC=C(C=C1)C=C1SC2=C(NC1=O)C=CC=C2)C (2-[[4-[3-(dimethylamino)propoxy]phenyl]methylene]-2H-1,4-benzothiazin-3(4H)-one). Run in C(C)O (ethanol). Yields the product Cl.CN(CCCOC1=CC=C(C=C1)C=C1SC2=C(NC1=O)C=CC=C2)C (2-[[4-[3-(Dimethylamino)propoxy]phenyl]methylene]-2H-1,4-benzothiazin-3(4H)-one, hydrochloride). Reaction SMILES: C(Cl)(Cl)[Cl:2].Cl.[CH3:6][N:7]([CH3:30])[CH2:8][CH2:9][CH2:10][O:11][C:12]1[CH:17]=[CH:16][C:15]([CH:18]=[C:19]2[C:24](=[O:25])[NH:23][C:22]3[CH:26]=[CH:27][CH:28]=[CH:29][C:21]=3[S:20]2)=[CH:14][CH:13]=1>C(O)C>[ClH:2].[CH3:30][N:7]([CH3:6])[CH2:8][CH2:9][CH2:10][O:11][C:12]1[CH:13]=[CH:14][C:15]([CH:18]=[C:19]2[C:24](=[O:25])[NH:23][C:22]3[CH:26]=[CH:27][CH:28]=[CH:29][C:21]=3[S:20]2)=[CH:16][CH:17]=1 |f:4.5|. Procedure: A solution of 6 g. of the above product in 30 ml. of chloroform is treated with one equivalent of hydrochloric acid in ethanol to yield 5.6 g. of yellow solid; m.p. 224°-226°. A solution of this material in 110 ml. of hot methanol is concentrated to approximately half its volume, and then cooled overnight to yield 4.2 g. of yellow crystalline 2-[[4-[3-(dimethylamino)propoxy]phenyl]methylene]-2H-1,4-benzothiazin-3(4H)-one; hydrochloride (1:1); m.p. 224°-226°. The reactants are BrCCC(=O)OC (Methyl 3-bromopropanoate), CS(=O)C (DMSO), [N-]=[N+]=[N-].[Na+] (sodium azide), C(C#C)N1C2=C(OC3=C(C1=O)C=CC=C3)C=CC=C2 (10-(prop-2-ynyl)dibenzo[b,f][1,4]oxazepin-11(10H)-one), O=C1C(O)=C([O-])[C@H](O1)[C@@H](O)CO.[Na+] (sodium ascorbate). The reagents and catalysts are S(=O)(=O)([O-])[O-].[Cu+2] (copper sulfate). The solvent is O (Water), C(C)(=O)OCC (ethyl acetate), C(Cl)Cl (DCM). Run at time 3 hour. Yields the product O=C1N(C2=C(OC3=C1CCC=C3)C=CC=C2)CC=2N=NN(C2)CCC(=O)OC (methyl 3-(4-((11-oxodibenzo[b,f][1,4]oxazepin-10(1H)-yl)methyl)-1H-1,2,3-triazol-1-yl)propanoate). The yield is 31.0%. As a reaction SMILES: Br[CH2:2][CH2:3][C:4]([O:6][CH3:7])=[O:5].CS(C)=O.O=C1O[C@H]([C@H](CO)O)C([O-])=C1O.[Na+].[CH2:25]([N:28]1[C:34](=[O:35])[C:33]2[CH:36]=[CH:37][CH:38]=[CH:39][C:32]=2[O:31][C:30]2[CH:40]=[CH:41][CH:42]=[CH:43][C:29]1=2)[C:26]#[CH:27].[N-:44]=[N+:45]=[N-:46].[Na+]>C(Cl)Cl.S([O-])([O-])(=O)=O.[Cu+2].C(OCC)(=O)C.O>[O:35]=[C:34]1[C:33]2[CH2:36][CH2:37][CH:38]=[CH:39][C:32]=2[O:31][C:30]2[CH:40]=[CH:41][CH:42]=[CH:43][C:29]=2[N:28]1[CH2:25][C:26]1[N:44]=[N:45][N:46]([CH2:2][CH2:3][C:4]([O:6][CH3:7])=[O:5])[CH:27]=1 |f:2.3,5.6,8.9|. Procedure: Methyl 3-bromopropanoate (0.227 g, 1.37 mmol) was dissolved in a solution of sodium azide in DMSO (0.5M, 2.7 mL, 1.37 mmol). The reaction mixture was stirred at room temperature for 3 hours. Water (3.0 mL), followed by sodium ascorbate (0.027 g, 0.137 mmol), followed by compound 434 (0.340 g, 1.37 mmol), followed by copper sulfate (1M, 0.27 mL, 0.274 mmol) were added. The reaction mixture was stirred at room temperature for 3 hours. The gummy solid formed was dissolved in a minimum of DCM and th... Starting materials: C=1(O)C(O)=CC=CC1 (pyrocatechol), O1CCCC1 (tetrahydrofuran), N1=CC=CC=C1 (pyridine), C(C1=CC=CC=C1)(=O)Cl (benzoyl chloride). Solvent: O (water). Product: C(C1=CC=CC=C1)(=O)OC1=C(C=CC=C1)OC(C1=CC=CC=C1)=O (1,2-phenylene dibenzoate). Isolated yield 94.0%. As a reaction SMILES: [C:1]1([C:3](=[CH:5][CH:6]=[CH:7][CH:8]=1)[OH:4])[OH:2].[O:9]1[CH2:13][CH2:12][CH2:11][CH2:10]1.N1C=C[CH:17]=[CH:16][CH:15]=1.[C:20](Cl)(=[O:27])[C:21]1[CH:26]=[CH:25][CH:24]=[CH:23][CH:22]=1>O>[C:13]([O:2][C:1]1[CH:8]=[CH:7][CH:6]=[CH:5][C:3]=1[O:4][C:20](=[O:27])[C:21]1[CH:26]=[CH:25][CH:24]=[CH:23][CH:22]=1)(=[O:9])[C:12]1[CH:17]=[CH:16][CH:15]=[CH:10][CH:11]=1. Reported procedure: To 5.5 g pyrocatechol were added 50 ml tetrahydrofuran and 12.1 ml pyridine with stirring. Then to the resulting homogeneous mixture was slowly added 14.5 ml benzoyl chloride, and the reaction was stirred at room temperature for 1 hour, then heated refluxing for 4 hours. Next, 70 ml water was added to dissolve the resulting salt. The reaction mixture was extracted with toluene. Organic phase was separated, washed with saturated saline for two times, dried over anhydrous sodium sulfate. Removing ... Procedure: To a solution of 5-(N-CBz-L-valyloxy)-2,2-dimethylvaleric acid (5.88 g, 15.5 mmol) in dioxane (100 mL), was added dropwise a 40% aqueous solution of tetrabutylammonium hydroxide (10.1 g). After stirring for 5 min, the solution was evaporated to dryness through co-evaporation with dioxane and toluene. The residue was dissolved in dichloromethane (100 mL) and then chloroiodomethane (11.3 mL, 155 mmol) was added and the solution was stirred for 6 h at room temperature. The solution was concentrated... Yield: 59.6%. As a reaction SMILES: [C:1]([NH:11][C@H:12]([C:16]([O:18][CH2:19][CH2:20][CH2:21][C:22]([CH3:27])([CH3:26])[C:23]([OH:25])=[O:24])=[O:17])[CH:13]([CH3:15])[CH3:14])([O:3][CH2:4][C:5]1[CH:10]=[CH:9][CH:8]=[CH:7][CH:6]=1)=[O:2].[OH-].C([N+](CCCC)(CCCC)CCCC)CCC.[Cl:46][CH2:47]I>O1CCOCC1>[C:1]([NH:11][C@H:12]([C:16]([O:18][CH2:19][CH2:20][CH2:21][C:22]([CH3:27])([CH3:26])[C:23]([O:25][CH2:47][Cl:46])=[O:24])=[O:17])[CH:13]([CH3:14])[CH3:15])([O:3][CH2:4][C:5]1[CH:10]=[CH:9][CH:8]=[CH:7][CH:6]=1)=[O:2] |f:1.2|. Yields the product C(=O)(OCC1=CC=CC=C1)N[C@@H](C(C)C)C(=O)OCCCC(C(=O)OCCl)(C)C (chloromethyl 5-(N-CBz-L-valyloxy)-2,2-dimethylvalerate). Reactants: C(=O)(OCC1=CC=CC=C1)N[C@@H](C(C)C)C(=O)OCCCC(C(=O)O)(C)C (5-(N-CBz-L-valyloxy)-2,2-dimethylvaleric acid), aqueous solution, [OH-].C(CCC)[N+](CCCC)(CCCC)CCCC (tetrabutylammonium hydroxide), ClCI (chloroiodomethane). The solvent is O1CCOCC1 (dioxane). Reaction conditions: time 5 minute. The reactants are BrCCCCCOC1=C(C=C(C=C1)C1=CC=C(C=C1)C(=O)OCC)C1=CC=2C(CCC(C2C=C1)(C)C)(C)C (ethyl 4′-(5-bromopentyloxy)-3′-(5,5,8,8-tetramethyl-5,6,7,8-tetrahydronaphth-2-yl)biphenyl-4-carboxylate), Cl.C(C)N (ethylamine hydrochloride), C([O-])([O-])=O.[K+].[K+] (potassium carbonate). Run in C(C)O (ethanol). Yields the product C(C)NCCCCCOC1=C(C=C(C=C1)C1=CC=C(C=C1)C(=O)OCC)C1=CC=2C(CCC(C2C=C1)(C)C)(C)C (ethyl 4′-(5-ethylaminopentyloxy)-3′-(5,5,8,8-tetramethyl-5,6,7,8-tetrahydronaphth-2-yl)biphenyl-4-carboxylate), oil. The yield is 62.0%. As a reaction SMILES: Br[CH2:2][CH2:3][CH2:4][CH2:5][CH2:6][O:7][C:8]1[CH:13]=[CH:12][C:11]([C:14]2[CH:19]=[CH:18][C:17]([C:20]([O:22][CH2:23][CH3:24])=[O:21])=[CH:16][CH:15]=2)=[CH:10][C:9]=1[C:25]1[CH:34]=[CH:33][C:32]2[C:31]([CH3:36])([CH3:35])[CH2:30][CH2:29][C:28]([CH3:38])([CH3:37])[C:27]=2[CH:26]=1.Cl.[CH2:40]([NH2:42])[CH3:41].C(=O)([O-])[O-].[K+].[K+]>C(O)C>[CH2:40]([NH:42][CH2:2][CH2:3][CH2:4][CH2:5][CH2:6][O:7][C:8]1[CH:13]=[CH:12][C:11]([C:14]2[CH:19]=[CH:18][C:17]([C:20]([O:22][CH2:23][CH3:24])=[O:21])=[CH:16][CH:15]=2)=[CH:10][C:9]=1[C:25]1[CH:34]=[CH:33][C:32]2[C:31]([CH3:36])([CH3:35])[CH2:30][CH2:29][C:28]([CH3:38])([CH3:37])[C:27]=2[CH:26]=1)[CH3:41] |f:1.2,3.4.5|. Procedure details: In a manner similar to that of Example 1b, by reaction of 600 mg (1 mmol) of ethyl 4′-(5-bromopentyloxy)-3′-(5,5,8,8-tetramethyl-5,6,7,8-tetrahydronaphth-2-yl)biphenyl-4-carboxylate with 850 mg (10.4 mmol) of ethylamine hydrochloride and 1.44 g (10.4 mmol) of potassium carbonate in 50 ml of ethanol. 350 mg of ethyl 4′-(5-ethylaminopentyloxy)-3′-(5,5,8,8-tetramethyl-5,6,7,8-tetrahydronaphth-2-yl)biphenyl-4-carboxylate are obtained in the form of a colorless oil (yield=62%). Starting materials: C1(=CC=CC=C1)N1NC=2[C@@]3(CC[C@H](C2C1=O)C3(C)C)C ((4S,7R)-2-phenyl-7,8,8-trimethyl-1,2,4,5,6,7-hexahydro-4,7-methano-indazol-3-one), C1(=CC=CC=C1)N1NC=2[C@@]3(CC[C@H](C2C1=O)C3(C)C)C ((4S,7R)-2-phenyl-7,8,8-trimethyl-1,2,4,5,6,7-hexahydro-4,7-methano-indazol-3-one), BrCC=C(C)C (4-bromo-2-methyl-2-butene). Reagents/catalysts: [I-].C(CCC)[N+](CCCC)(CCCC)CCCC (tetrabutylammonium iodide). Run in CN(C=O)C (dimethylformamide). Run at temperature 100 celsius. Yields the product C[C@]12CC[C@H](C=3C(N(N(C13)CC=C(C)C)C1=CC=CC=C1)=O)C2(C)C ((4S,7R)-7,8,8-trimethyl-1-(3-methyl-but-2-enyl)-2-phenyl-1,2,4,5,6,7-hexahydro-4,7-methano-indazol-3-one). Isolated yield 7.2%. RXN SMILES: [C:1]1([N:7]2[C:15](=[O:16])[C:14]3[C@@H:13]4[C:17]([CH3:19])([CH3:18])[C@@:10]([CH3:20])([CH2:11][CH2:12]4)[C:9]=3[NH:8]2)[CH:6]=[CH:5][CH:4]=[CH:3][CH:2]=1.Br[CH2:22][CH:23]=[C:24]([CH3:26])[CH3:25]>[I-].C([N+](CCCC)(CCCC)CCCC)CCC.CN(C)C=O>[CH3:20][C@@:10]12[C:17]([CH3:19])([CH3:18])[C@@H:13]([C:14]3[C:15](=[O:16])[N:7]([C:1]4[CH:2]=[CH:3][CH:4]=[CH:5][CH:6]=4)[N:8]([CH2:22][CH:23]=[C:24]([CH3:26])[CH3:25])[C:9]=31)[CH2:12][CH2:11]2 |f:2.3|. Reported procedure: A mixture of (4S,7R)-7,8,8-trimethyl-2-phenyl-1,2,4,5,6,7-hexahydro-4,7-methano-indazol-3-one (Intermediate 6; 420 mg, 1.57 mmol), tetrabutylammonium iodide (2.31 g, 6.26 mmol) and 4-bromo-2-methyl-2-butene (720 μL, 6.26 mmol) in dimethylformamide (5 mL) was heated in an oil-bath at 100° C. for 8 h. The solvent was evaporated and the residue was partitioned between dichloromethane and water. The aqueous layer was extracted with dichloromethane (2×100 mL) and the combined organic layers were wash... As a reaction SMILES: [Br:32][c:33]1[cH:34][c:35]2[c:36]([n:45][cH:46]1)[NH:37][C:38](=[O:44])[C:39]([CH3:42])([CH3:43])[NH:40][CH2:41]2.[C:47](#[N:48])[CH2:49][CH3:50].[CH3:1][N:2]([C:3]([CH:4]=[CH2:5])=[O:6])[CH2:7][c:8]1[c:9]([O:19][CH2:20][CH2:21][CH3:22])[c:10]([O:14][C:15]([F:16])([F:17])[F:18])[cH:11][cH:12][cH:13]1.[CH3:56][CH2:57][O:58][C:59]([CH3:60])=[O:61].[CH:23]([N:24]([CH:25]([CH3:26])[CH3:27])[CH2:28][CH3:29])([CH3:30])[CH3:31].[O-:63][C:64]([CH3:65])=[O:66].[O-:67][C:68]([CH3:69])=[O:70].[O:51]=[CH:52][N:53]([CH3:54])[CH3:55].[Pd+2:62]>>[CH3:1][N:2]([C:3]([CH:4]=[CH:5][c:33]1[cH:34][c:35]2[c:36]([n:45][cH:46]1)[NH:37][C:38](=[O:44])[C:39]([CH3:42])([CH3:43])[NH:40][CH2:41]2)=[O:6])[CH2:7][c:8]1[c:9]([O:19][CH2:20][CH2:21][CH3:22])[c:10]([O:14][C:15]([F:16])([F:17])[F:18])[cH:11][cH:12][cH:13]1. The reactants are CC1(C)NCc2cc(Br)cnc2NC1=O, CCC#N, C=CC(=O)N(C)Cc1cccc(OC(F)(F)F)c1OCCC, CCOC(C)=O, CCN(C(C)C)C(C)C, CC(=O)[O-], CC(=O)[O-], CN(C)C=O, [Pd+2]. Product: CCCOc1c(CN(C)C(=O)C=Cc2cnc3c(c2)CNC(C)(C)C(=O)N3)cccc1OC(F)(F)F. Starting materials: C(C)(C)(C)OC(NN)=O (t-butylcarbazate), N(=O)[O-].[Na+] (sodium nitrite). Solvent: C(C)(=O)O (acetic acid), O (water). Run at time 30 minute. Yields the product C(OC(C)(C)C)(=O)N=[N+]=[N-] (t-butyl carbonazidate). As a reaction SMILES: [C:1]([O:5][C:6](=[O:9])[NH:7][NH2:8])([CH3:4])([CH3:3])[CH3:2].[N:10]([O-])=O.[Na+]>C(O)(=O)C.O>[C:6]([N:7]=[N+:8]=[N-:10])(=[O:9])[O:5][C:1]([CH3:4])([CH3:3])[CH3:2] |f:1.2|. Reported procedure: 25 g (0.19 mol) of t-butylcarbazate was dissolved in 80 mL of acetic acid and 160 mL of water, and 15 g (0.22 mol) of sodium nitrite was added in small portions under cooling with ice. The reaction solution was stirred for 30 minutes under cooling with ice and extracted with 250 ml of diisopropyl ether. The organic layer was washed with 200 mL of saturated aqueous sodium hydrogen carbonate twice and with 100 mL of saturated aqueous sodium chloride once successively, dried over anhydrous sodium s...